Dataset: the Open Reaction Database (ORD), a public repository of structured organic reaction records. Task: describe an organic reaction: reactants, conditions, products, and yield The reactants are COCC1CC(c2ncc(-c3ccc4c(c3)COc3cc5c(cc3-4)CCc3nc(C4CCC(C)N4C(=O)C(NC(=O)OC)C(C)C)[nH]c3-5)[nH]2)N(C(=O)OC(C)(C)C)C1, COC(=O)NC(C(=O)O)c1ccccc1, CCOC(C)=O, CCN(C(C)C)C(C)C, ClCCl, Cl, CN(C)C=O. Yields the product COCC1CC(c2ncc(-c3ccc4c(c3)COc3cc5c(cc3-4)CCc3nc(C4CCC(C)N4C(=O)C(NC(=O)OC)C(C)C)[nH]c3-5)[nH]2)N(C(=O)C(NC(=O)OC)c2ccccc2)C1. Reaction SMILES: [CH3:1][O:2][C:3](=[O:4])[NH:5][CH:6]([CH:7]([CH3:8])[CH3:9])[C:10](=[O:11])[N:12]1[CH:13]([c:18]2[n:19][c:20]3[c:21]([nH:22]2)-[c:23]2[cH:24][c:25]4[c:26]([cH:27][c:28]2[CH2:29][CH2:30]3)-[c:31]2[cH:32][cH:33][c:34](-[c:39]3[cH:40][n:41][c:42]([CH:44]5[N:45]([C:52]([O:53][C:54]([CH3:55])([CH3:56])[CH3:57])=[O:58])[CH2:46][CH:47]([CH2:49][O:50][CH3:51])[CH2:48]5)[nH:43]3)[cH:35][c:36]2[CH2:37][O:38]4)[CH2:14][CH2:15][CH:16]1[CH3:17].[CH3:60][O:61][C:62](=[O:63])[NH:64][CH:65]([C:66](=[O:67])[OH:68])[c:69]1[cH:70][cH:71][cH:72][cH:73][cH:74]1.[CH3:87][CH2:88][O:89][C:90]([CH3:91])=[O:92].[CH:75]([N:76]([CH2:77][CH3:78])[CH:79]([CH3:80])[CH3:81])([CH3:82])[CH3:83].[Cl:84][CH2:85][Cl:86].[ClH:59].[O:93]=[CH:94][N:95]([CH3:96])[CH3:97]>>[CH3:1][O:2][C:3](=[O:4])[NH:5][CH:6]([CH:7]([CH3:8])[CH3:9])[C:10](=[O:11])[N:12]1[CH:13]([c:18]2[n:19][c:20]3[c:21]([nH:22]2)-[c:23]2[cH:24][c:25]4[c:26]([cH:27][c:28]2[CH2:29][CH2:30]3)-[c:31]2[cH:32][cH:33][c:34](-[c:39]3[cH:40][n:41][c:42]([CH:44]5[N:45]([C:66]([CH:65]([NH:64][C:62]([O:61][CH3:60])=[O:63])[c:69]6[cH:70][cH:71][cH:72][cH:73][cH:74]6)=[O:68])[CH2:46][CH:47]([CH2:49][O:50][CH3:51])[CH2:48]5)[nH:43]3)[cH:35][c:36]2[CH2:37][O:38]4)[CH2:14][CH2:15][CH:16]1[CH3:17]. RXN SMILES: [CH3:14][CH2:15][O-:16].[CH3:17][CH2:18][OH:19].[Cl:1][c:2]1[n:3][n:4][cH:5][cH:6][cH:7]1.[NH2:8][CH2:9][CH2:10][CH2:11][NH2:12].[Na+:13]>>[c:2]1([NH:12][CH2:11][CH2:10][CH2:9][NH2:8])[n:3][n:4][cH:5][cH:6][cH:7]1. Product: NCCCNc1cccnn1. The reactants are CC[O-], CCO, Clc1cccnn1, NCCCN, [Na+]. Starting materials: O=CCC1(NC(=O)c2ccccc2)CCC1, C1CCOC1, C[Mg+], [Cl-], [Cl-], [NH4+]. Product: CC(O)CC1(NC(=O)c2ccccc2)CCC1. RXN SMILES: [C:4]([c:5]1[cH:6][cH:7][cH:8][cH:9][cH:10]1)(=[O:11])[NH:12][C:13]1([CH2:17][CH:18]=[O:19])[CH2:14][CH2:15][CH2:16]1.[CH2:22]1[O:23][CH2:24][CH2:25][CH2:26]1.[CH3:2][Mg+:3].[Cl-:1].[Cl-:20].[NH4+:21]>>[CH3:2][CH:18]([CH2:17][C:13]1([NH:12][C:4]([c:5]2[cH:6][cH:7][cH:8][cH:9][cH:10]2)=[O:11])[CH2:14][CH2:15][CH2:16]1)[OH:19]. Starting materials: O (water), C(C)(=O)[O-].[Na+] (sodium acetate), BrC1=C(C=2CCC(C2C2=C1OCC2)=O)Br (4,5-dibromo-1,2,6,7-tetrahydro-8H-indeno[5,4-b]furan-8-one). Reagents/catalysts: [Pd] (Palladium on activated carbon). The solvent is CO (methanol). Reaction conditions: temperature 40 celsius, time 1.5 hour. Yields the product C1C2=C(OC1)C=CC=1CCC(C12)=O (1,2,6,7-Tetrahydro-8H-indeno[5,4-b]furan-8-one). The yield is 82.9%. Reaction SMILES: Br[C:2]1[C:10]2[O:11][CH2:12][CH2:13][C:9]=2[C:8]2[C:7](=[O:14])[CH2:6][CH2:5][C:4]=2[C:3]=1Br.C([O-])(=O)C.[Na+].O>CO.[Pd]>[CH2:13]1[CH2:12][O:11][C:10]2[CH:2]=[CH:3][C:4]3[CH2:5][CH2:6][C:7](=[O:14])[C:8]=3[C:9]1=2 |f:1.2|. Procedure: To a suspension of 4,5-dibromo-1,2,6,7-tetrahydro-8H-indeno[5,4-b]furan-8-one (18.4 g, 55.4 mmols) in methanol (400 mL) was added 10% Palladium on activated carbon (2.0 g, 50% hydrous) followed by sodium acetate (12.6 g, 154 mmols). The mixture was stirred at 40° C. for 1.5 hours under hydrogen atmosphere (4 kgf/cm2). The catalyst was filtered off and the filtrate was concentrated under reduced pressure. Crystals were collected by filtration, washed with water and recrystallized successively wit...